Task: describe an organic reaction: reactants, conditions, products, and yield. Dataset: the Open Reaction Database (ORD), a public repository of structured organic reaction records Reactants: CCOC(C)=O, CCOC(=O)Cc1ccc(Oc2ccc(C(=O)NCCc3ccc(Cl)cc3)cc2)c(CC)c1, Cl, [Na+], C1COCCO1, [OH-], O. The product is CCc1cc(CC(=O)O)ccc1Oc1ccc(C(=O)NCCc2ccc(Cl)cc2)cc1. As a reaction SMILES: [CH3:43][CH2:44][O:45][C:46](=[O:47])[CH3:48].[Cl:1][c:2]1[cH:3][cH:4][c:5]([CH2:6][CH2:7][NH:8][C:9](=[O:10])[c:11]2[cH:12][cH:13][c:14]([O:15][c:16]3[c:17]([CH2:28][CH3:29])[cH:18][c:19]([CH2:22][C:23](=[O:24])[O:25][CH2:26][CH3:27])[cH:20][cH:21]3)[cH:30][cH:31]2)[cH:32][cH:33]1.[ClH:49].[Na+:35].[O:37]1[CH2:38][CH2:39][O:40][CH2:41][CH2:42]1.[OH-:34].[OH2:36]>>[Cl:1][c:2]1[cH:3][cH:4][c:5]([CH2:6][CH2:7][NH:8][C:9](=[O:10])[c:11]2[cH:12][cH:13][c:14]([O:15][c:16]3[c:17]([CH2:28][CH3:29])[cH:18][c:19]([CH2:22][C:23](=[O:24])[OH:25])[cH:20][cH:21]3)[cH:30][cH:31]2)[cH:32][cH:33]1. Reactants: C(C1=CC=CC=C1)OC=1C=C(CC2C(NC3=C(C(N2)=O)C=CC=C3)=O)C=CC1N1S(NC(C1)=O)(=O)=O (3-[3-benzyloxy-4-(1,1,4-trioxo-[1,2,5]thiadiazolidin-2-yl)-benzyl]-3,4-dihydro-1H-benzo[1,4]diazepine-2,5-dione). Reagents/catalysts: [Pd] (palladium on charcoal). Solvent: C(C)O.C(C)(=O)O (ethanol acetic acid). Conditions: time 8 minute. The product is OC=1C=C(CC2C(NC3=C(C(N2)=O)C=CC=C3)=O)C=CC1N1S(NC(C1)=O)(=O)=O (3-[3-hydroxy-4-(1,1,4-trioxo-[1,2,5]thiadiazolidin-2-yl)-benzyl]-3,4-dihydro-1H-benzo[1,4]diazepine-2,5-dione). RXN SMILES: C([O:8][C:9]1[CH:10]=[C:11]([CH:26]=[CH:27][C:28]=1[N:29]1[CH2:33][C:32](=[O:34])[NH:31][S:30]1(=[O:36])=[O:35])[CH2:12][CH:13]1[NH:19][C:18](=[O:20])[C:17]2[CH:21]=[CH:22][CH:23]=[CH:24][C:16]=2[NH:15][C:14]1=[O:25])C1C=CC=CC=1>C(O)C.C(O)(=O)C.[Pd]>[OH:8][C:9]1[CH:10]=[C:11]([CH:26]=[CH:27][C:28]=1[N:29]1[CH2:33][C:32](=[O:34])[NH:31][S:30]1(=[O:36])=[O:35])[CH2:12][CH:13]1[NH:19][C:18](=[O:20])[C:17]2[CH:21]=[CH:22][CH:23]=[CH:24][C:16]=2[NH:15][C:14]1=[O:25] |f:1.2|. Procedure: A solution of 3-[3-benzyloxy-4-(1,1,4-trioxo-[1,2,5]thiadiazolidin-2-yl)-benzyl]-3,4-dihydro-1H-benzo[1,4]diazepine-2,5-dione (452 mg, 0.89 mmol) in ethanol-acetic acid (2:1, 12 mL) is hydrogenated over 10% palladium on charcoal catalyst (106 mg) at 50 psi for 24 h. The catalyst is filtered and the filtrate is evaporated to dryness. The residue is purified by LC-MS, on a Gilson-Micromass instrument using a Phenominex Luna, 5μ, 60×21.2 mm, C-8 column, a gradient of 5% to 100% over 8 min with solv... Solvent: C(C)(C)(C)O (tert.-butanol). As a reaction SMILES: Cl.[NH2:2][C:3]([NH2:5])=[NH:4].[Na].[N+](C1C=CC(S[C:17]2[C:22]([C:23]#[N:24])=[CH:21][C:20]([CH:25]=[CH:26][C:27]3[C:32]([Cl:33])=[CH:31][CH:30]=[CH:29][C:28]=3[Cl:34])=[CH:19][N:18]=2)=CC=1)([O-])=O.C(OCC)C>C(O)(C)(C)C>[NH2:4][C:3]1[N:5]=[C:23]([NH2:24])[C:22]2[CH:21]=[C:20]([CH:25]=[CH:26][C:27]3[C:28]([Cl:34])=[CH:29][CH:30]=[CH:31][C:32]=3[Cl:33])[CH:19]=[N:18][C:17]=2[N:2]=1 |f:0.1,^1:5|. Reactants: Cl.NC(=N)N (guanidine hydrochloride), [Na] (sodium), C(C)OCC (diethyl ether), [N+](=O)([O-])C1=CC=C(C=C1)SC1=NC=C(C=C1C#N)C=CC1=C(C=CC=C1Cl)Cl (2-(4-nitrophenylthio)-3-cyano-5-(2,6-dichlorophenyl)ethenylpyridine). Conditions: temperature 24 celsius. Procedure: To a solution of 2.24 g (23.4 mM) of guanidine hydrochloride in 30 ml of tert.-butanol were added 0.538 g (23.4 mM) of sodium metal. The mixture was heated at 50° C. for 90 minutes, at which time 2.0 g (4.67 mM) of the 2-(4-nitrophenylthio)-3-cyano-5-(2,6-dichlorophenyl)ethenylpyridine from above were added in one portion. The mixture was heated at reflux for three hours, then cooled to 24° C., diluted by addition of 200 ml of diethyl ether, and filtered. The filter cake was washed with 30 ml of... Yields the product NC=1N=C(C2=C(N1)N=CC(=C2)C=CC2=C(C=CC=C2Cl)Cl)N (2,4-Diamino-6-[2-(2,6-dichlorophenyl)ethenyl]pyrido[2,3-d]pyrimidine).